Task: describe an organic reaction: reactants, conditions, products, and yield. Dataset: the Open Reaction Database (ORD), a public repository of structured organic reaction records Starting materials: C(C)(=O)Cl (Acetyl chloride), Cl (HCl), C(C)(C)(C)OC(=O)N1CCC(CC1)N1C(OC2=C(CC1)C=CC=C2)=O (1-t-Butyloxycarbonyl-4-(8,9-dihydro-7H-5-oxa-7-aza-benzocyclohepten-6-one-7-yl)-piperidine). The solvent is CO (methanol), CO (MeOH). Reaction conditions: time 10 minute. The product is Cl.C1=CC=CC2=C1CCN(C(O2)=O)C2CCNCC2 (4-(8,9-dihydro-7H-5-oxa-7-aza-benzocyclohepten-6-one-7-yl)-piperidine hydrochloride). Isolated yield 97.2%. RXN SMILES: C([Cl:4])(=O)C.Cl.C(OC([N:13]1[CH2:18][CH2:17][CH:16]([N:19]2[CH2:25][CH2:24][C:23]3[CH:26]=[CH:27][CH:28]=[CH:29][C:22]=3[O:21][C:20]2=[O:30])[CH2:15][CH2:14]1)=O)(C)(C)C>CO>[ClH:4].[CH:26]1[C:23]2[CH2:24][CH2:25][N:19]([CH:16]3[CH2:17][CH2:18][NH:13][CH2:14][CH2:15]3)[C:20](=[O:30])[O:21][C:22]=2[CH:29]=[CH:28][CH:27]=1 |f:4.5|. Procedure details: Acetyl chloride (0.2 mL, 2.8 mmol) was added to 2 mL of methanol and stirred for 10 min. This solution of HCl in MeOH was added to 58 mg of 1-t-butyloxycarbonyl-4-(8,9-dihydro-7H-5-oxa-7-aza-benzocyclohepten-6-one-7-yl)-piperidine (Step A) and stirred for 2 hr. The reaction was concentrated in vacuo, the residue was diluted with EtOAc and the solution was concentrated again in vacuo leaving 46 mg of the title compound which was sufficiently pure for use in the next step. 1H NMR (500 MHz, CDCl3):... Reactants: C=O, Cc1ccccc1, O=C(Cl)C(=O)Cl, Cl, NC(=O)c1c(F)cccc1F. RXN SMILES: [C:19]=[O:20].[CH3:21][c:22]1[cH:23][cH:24][cH:25][cH:26][cH:27]1.[Cl:1][C:2](=[O:3])[C:4]([Cl:5])=[O:6].[ClH:18].[F:7][c:8]1[c:9]([C:10](=[O:11])[NH2:12])[c:13]([F:17])[cH:14][cH:15][cH:16]1>>[C:2](=[O:3])=[N:12][C:10]([c:9]1[c:8]([F:7])[cH:16][cH:15][cH:14][c:13]1[F:17])=[O:11]. The product is O=C=NC(=O)c1c(F)cccc1F. Reactants: C1=C(C=CC=2C3=CC=CC=C3NC12)OCCNCC(O)C1=CC(=C(C=C1)OCC1=CC=CC=C1)NC ((±)-2-[N-[2-(9H-Carbazol-2-yloxy)ethyl]amino]-1-[3-(methylamino)-4-(benzyloxy)phenyl]ethanol), CO.C(Cl)(Cl)Cl (methanol chloroform), compound, compound. Reagents/catalysts: [Pd] (palladium/carbon). Run in CO (methanol). Product: C1=C(C=CC=2C3=CC=CC=C3NC12)OCCNCC(O)C1=CC(=C(C=C1)O)NC ((±)-2-[N-[2-(9H-Carbazol-2-yloxy)ethyl]amino]-1-[3-(methylamino)-4-hydroxyphenyl]ethanol). RXN SMILES: [CH:1]1[C:13]2[NH:12][C:11]3[C:6](=[CH:7][CH:8]=[CH:9][CH:10]=3)[C:5]=2[CH:4]=[CH:3][C:2]=1[O:14][CH2:15][CH2:16][NH:17][CH2:18][CH:19]([C:21]1[CH:26]=[CH:25][C:24]([O:27]CC2C=CC=CC=2)=[C:23]([NH:35][CH3:36])[CH:22]=1)[OH:20].CO.C(Cl)(Cl)Cl>CO.[Pd]>[CH:1]1[C:13]2[NH:12][C:11]3[C:6](=[CH:7][CH:8]=[CH:9][CH:10]=3)[C:5]=2[CH:4]=[CH:3][C:2]=1[O:14][CH2:15][CH2:16][NH:17][CH2:18][CH:19]([C:21]1[CH:26]=[CH:25][C:24]([OH:27])=[C:23]([NH:35][CH3:36])[CH:22]=1)[OH:20] |f:1.2|. Procedure details: According to the procedures as given in Example 2, the compound of Example 26 (in a solution of 200 mg of the compound in 25 ml of methanol) was subjected to a hydrogenolysis using 10% palladium/carbon black (100 mg), whereby the above-identified compound (153 mg) was obtained. Rf=0.09 (methanol/chloroform of 1/10). The reactants are CCO, [Na+], [OH-], CCOC(=O)CC1=CSCCS1. The product is O=C(O)CC1=CSCCS1. As a reaction SMILES: [CH3:15][CH2:16][OH:17].[Na+:2].[OH-:1].[S:3]1[C:4]([CH2:9][C:10](=[O:11])[O:12][CH2:13][CH3:14])=[CH:5][S:6][CH2:7][CH2:8]1>>[S:3]1[C:4]([CH2:9][C:10](=[O:11])[OH:12])=[CH:5][S:6][CH2:7][CH2:8]1. Starting materials: [N+](=O)([O-])C1=C2C=CNC2=CC=C1 (4-nitroindole), [H][H] (hydrogen). Reagents/catalysts: [Pd] (Palladium on carbon). Run in C1CCOC1 (THF). Yields the product NC1=C2C=CNC2=CC=C1 (4-amino-1H-indole). Reaction SMILES: [N+:1]([C:4]1[CH:12]=[CH:11][CH:10]=[C:9]2[C:5]=1[CH:6]=[CH:7][NH:8]2)([O-])=O.[H][H]>[Pd].C1COCC1>[NH2:1][C:4]1[CH:12]=[CH:11][CH:10]=[C:9]2[C:5]=1[CH:6]=[CH:7][NH:8]2. Reported procedure: A round-bottom flask was charged with 4-nitroindole (4.8 g, 30 mmol), Palladium on carbon (10%, 480 mg), and THF (50 mL), and the mixture was stirred under one hydrogen atmosphere overnight. TLC showed the reaction was complete. The catalyst was filtered off and the filtrate was concentrated to afford 4-amino-1H-indole, which was used directly in the next step without purification. RXN SMILES: [CH3:1][S:2][C:3]1[NH:4][C:5]2[C:10](=[O:11])[N:9]([CH2:12][C:13]3[C:22]4[C:17](=[CH:18][CH:19]=[CH:20][CH:21]=4)[CH:16]=[CH:15][CH:14]=3)[N:8]=[CH:7][C:6]=2[N:23]=1.C(=O)([O-])[O-].[K+].[K+].Br[CH2:31][C:32]#[C:33][CH3:34]>CN(C)C=O.O.[Cl-].[Na+]>[CH2:31]([N:4]1[C:5]2[C:10](=[O:11])[N:9]([CH2:12][C:13]3[C:22]4[C:17](=[CH:18][CH:19]=[CH:20][CH:21]=4)[CH:16]=[CH:15][CH:14]=3)[N:8]=[CH:7][C:6]=2[N:23]=[C:3]1[S:2][CH3:1])[C:32]#[C:33][CH3:34] |f:1.2.3,7.8|. Solvent: CN(C=O)C (dimethylformamide), O (water), [Cl-].[Na+] (sodium chloride). Reaction conditions: time 8 hour. Procedure details: A solution of 900 mg (2.79 mmol) of 2-methylsulphanyl-5-(naphthalen-1-ylmethyl)-3,5-dihydro-imidazo[4,5-d]pyridazin-4-one (Example 1f) in 15 ml of dimethylformamide was combined with 415 mg (3.0 mmol) of potassium carbonate and 399 mg (3.0 mmol) of 1-bromo-2-butyne and stirred at ambient temperature for eight hours. Then the mixture was diluted with approx. 30 ml of water and saturated with sodium chloride, whereupon the reaction product crystallised out. It was suction filtered and purified by ... Starting materials: CSC=1NC2=C(C=NN(C2=O)CC2=CC=CC3=CC=CC=C23)N1 (2-methylsulphanyl-5-(naphthalen-1-ylmethyl)-3,5-dihydro-imidazo[4,5-d]pyridazin-4-one), C([O-])([O-])=O.[K+].[K+] (potassium carbonate), BrCC#CC (1-bromo-2-butyne). Product: C(C#CC)N1C(=NC=2C=NN(C(C21)=O)CC2=CC=CC1=CC=CC=C21)SC (3-(but-2-ynyl)-2-methylsulphanyl-5-(naphthalen-1-ylmethyl)-3,5-dihydro-imidazo[4,5-d]pyridazin-4-one). The reactants are [Ag+2], CO, [I-], Nc1ccc2c(c1)CCC2, O=S(=O)([O-])[O-]. Yields the product Nc1cc2c(cc1I)CCC2. RXN SMILES: [Ag+2:19].[CH3:12][OH:13].[I-:11].[NH2:1][c:2]1[cH:3][c:4]2[c:8]([cH:9][cH:10]1)[CH2:7][CH2:6][CH2:5]2.[S:14]([O-:15])([O-:16])(=[O:17])=[O:18]>>[NH2:1][c:2]1[cH:3][c:4]2[c:8]([cH:9][c:10]1[I:11])[CH2:7][CH2:6][CH2:5]2. As a reaction SMILES: [Br:1][c:2]1[c:3]([Cl:10])[cH:4][c:5]([OH:9])[cH:6][c:7]1[Cl:8].[CH3:13][S:14]([O:15][CH2:18][CH2:19][O:20][c:21]1[cH:22][c:23]2[cH:24][cH:25][cH:26][cH:27][c:28]2[cH:29][cH:30]1)(=[O:16])=[O:17].[CH3:31][N:32]([CH3:33])[CH:34]=[O:35].[H-:11].[Na+:12]>>[Br:1][c:2]1[c:3]([Cl:10])[cH:4][c:5]([O:9][CH2:18][CH2:19][O:20][c:21]2[cH:22][c:23]3[cH:24][cH:25][cH:26][cH:27][c:28]3[cH:29][cH:30]2)[cH:6][c:7]1[Cl:8]. Yields the product Clc1cc(OCCOc2ccc3ccccc3c2)cc(Cl)c1Br. Starting materials: Oc1cc(Cl)c(Br)c(Cl)c1, CS(=O)(=O)OCCOc1ccc2ccccc2c1, CN(C)C=O, [H-], [Na+]. The reactants are C1(=CC=C(C=C1)S(=O)(=O)Cl)C (Toluene-4-sulphonyl chloride), O1[C@H](COC2=C1C=CC=C2)CO ((S)-1,4-benzodioxan-2-ylmethanol), ( R )-isomer. Solvent: N1=CC=CC=C1 (pyridine). Reaction conditions: time 60 hour. The product is C1(=CC=C(C=C1)S(=O)(=O)OC[C@H]1COC2=C(O1)C=CC=C2)C ((R)-1,4-benzodioxan-2-ylmethyl toluene-4-sulphonate). Isolated yield 18.9%. Reaction SMILES: [C:1]1([CH3:11])[CH:6]=[CH:5][C:4]([S:7](Cl)(=[O:9])=[O:8])=[CH:3][CH:2]=1.[O:12]1[C:17]2[CH:18]=[CH:19][CH:20]=[CH:21][C:16]=2[O:15][CH2:14][C@@H:13]1[CH2:22][OH:23]>N1C=CC=CC=1>[C:1]1([CH3:11])[CH:6]=[CH:5][C:4]([S:7]([O:23][CH2:22][C@@H:13]2[O:12][C:17]3[CH:18]=[CH:19][CH:20]=[CH:21][C:16]=3[O:15][CH2:14]2)(=[O:9])=[O:8])=[CH:3][CH:2]=1. Reported procedure: Toluene-4-sulphonyl chloride (4.2 g) was added at -10° C. under nitrogen to a stirred solution of (S)-1,4-benzodioxan-2-ylmethanol (3.3 g) in pyridine (50 ml) The mixture was allowed to warm to ambient temperature and was stirred for a further 60 hours, then poured onto ice-water (200 ml). The product was extracted into ethyl acetate (3×200 ml) then the combined extracts were washed with dilute hydrochloric acid (100 ml), and water (100 ml), dried over magnesium sulphate, and the solvent removed... Reactants: ClC1=C(C=NC2=CC(=C(C=C12)OC)OC)C#N (4-chloro-6,7-dimethoxy-quinolin-3-carbonitrile), CC1=CC(=O)NC2=C1C=CC(=C2)N (carbostyril 124), Cl.N1=CC=CC=C1 (pyridine hydrochloride), C(C)OC(C)O (ethoxyethanol), C([O-])([O-])=O.[Na+].[Na+] (sodium carbonate). Run in O (water). Yields the product COC=1C=C2C(=C(C=NC2=CC1OC)C#N)NC1=CC=C2C(=CC(NC2=C1)=O)C (6,7-dimethoxy-4-(4-methyl-2-oxo-1,2-dihydro-quinolin-7-ylamino)-quinoline-3-carbonitrile). The yield is 92.2%. As a reaction SMILES: Cl[C:2]1[C:11]2[C:6](=[CH:7][C:8]([O:14][CH3:15])=[C:9]([O:12][CH3:13])[CH:10]=2)[N:5]=[CH:4][C:3]=1[C:16]#[N:17].[CH3:18][C:19]1[C:25]2[CH:26]=[CH:27][C:28]([NH2:30])=[CH:29][C:24]=2[NH:23][C:21](=[O:22])[CH:20]=1.Cl.N1C=CC=CC=1.C(OC(O)C)C.C(=O)([O-])[O-].[Na+].[Na+]>O>[CH3:13][O:12][C:9]1[CH:10]=[C:11]2[C:6](=[CH:7][C:8]=1[O:14][CH3:15])[N:5]=[CH:4][C:3]([C:16]#[N:17])=[C:2]2[NH:30][C:28]1[CH:29]=[C:24]2[C:25]([C:19]([CH3:18])=[CH:20][C:21](=[O:22])[NH:23]2)=[CH:26][CH:27]=1 |f:2.3,5.6.7|. Procedure details: A mixture of 0.249 g of 4-chloro-6,7-dimethoxy-quinolin-3-carbonitrile, 0.174 g of carbostyril 124, 0.020 g of pyridine hydrochloride, and 10 ml of ethoxyethanol was stirred under nitrogen, at reflux temperature for 30 minutes. The mixture was cooled and added to 40 ml of water. To this mixture was added sodium carbonate to pH 9. The product was collected, washed with water, and dried to give 0.356 g of 6,7-dimethoxy-4-(4-methyl-2-oxo-1,2-dihydro-quinolin-7-ylamino)-quinoline-3-carbonitrile as a...